Dataset: the Open Reaction Database (ORD), a public repository of structured organic reaction records. Task: describe an organic reaction: reactants, conditions, products, and yield Reactants: [Cl-].[Mg+2].[Cl-] (magnesium chloride), C(CC(=O)C)(=O)OC (methyl acetoacetate), N1=CC=CC=C1 (pyridine), C([O-])([O-])=O.[K+].[K+] (potassium carbonate), C([O-])([O-])=O (carbonate), S(O)(O)(=O)=O (sulfuric acid), ClC1=C(C(=O)Cl)C(=CC=C1)Cl (2,6-dichlorobenzoyl chloride). Run in O (water), C(C)#N (acetonitrile), C1(=CC=CC=C1)C (toluene). Run at temperature 0 celsius, time 30 minute. Yields the product ClC1=C(C(=O)CC(CC(=O)OC)=O)C(=CC=C1)Cl (methyl 2,6-dichlorobenzoylacetoacetate). Yield: 58.1%. As a reaction SMILES: [Cl-].[Mg+2].[Cl-].[C:4]([O:10][CH3:11])(=[O:9])[CH2:5][C:6]([CH3:8])=[O:7].N1C=CC=CC=1.[Cl:18][C:19]1[CH:27]=[CH:26][CH:25]=[C:24]([Cl:28])[C:20]=1[C:21](Cl)=[O:22].S(=O)(=O)(O)O.C(=O)([O-])[O-].[K+].[K+].C(=O)([O-])[O-]>C(#N)C.C1(C)C=CC=CC=1.O>[Cl:18][C:19]1[CH:27]=[CH:26][CH:25]=[C:24]([Cl:28])[C:20]=1[C:21]([CH2:8][C:6](=[O:7])[CH2:5][C:4]([O:10][CH3:11])=[O:9])=[O:22] |f:0.1.2,7.8.9|. Reported procedure: A slurry of anhydrous magnesium chloride (571 g, 6.0 moles) and methyl acetoacetate (697 g, 6.0 moles) in 3 l of acetonitrile was stirred in an ice-salt bath as 972 ml of pyridine (12 moles) was added at such a rate that the temperature did not exceed 5° C. (addition time 2 hrs.). The cooling bath was removed and toluene (500 ml) was added at once followed by the addition of a solution of 1255 g of 2,6-dichlorobenzoyl chloride (6.0 moles) in 1.5 l of toluene over one hour (final temperature 25° ... Reactants: C(C)(=O)O (acetic acid), C1(CC1)CNN1C(C(=C(C2=CC=CC=C12)O)C1=NS(C2=C(N1)C=CC(=C2)O)(=O)=O)=O (1-[(cyclopropylmethyl)amino]-4-hydroxy-3-(7-hydroxy-1,1-dioxido-4H-1,2,4-benzothiadiazin-3-yl)quinolin-2(1H)-one), BrCC(=O)OC(C)(C)C (tert-butyl bromoacetate), C([O-])([O-])=O.[K+].[K+] (potassium carbonate). The reagents and catalysts are [I-].C(CCC)[N+](CCCC)(CCCC)CCCC (tetrabutylammonium iodide). Solvent: CN(C=O)C (N,N-dimethylformamide), O (water). Product: C1(CC1)CNN1C(C(=C(C2=CC=CC=C12)O)C1=NS(C2=C(N1)C=CC(=C2)OCC(=O)OC(C)(C)C)(=O)=O)=O (tert-butyl [(3-{1-[(cyclopropylmethyl)amino]-4-hydroxy-2-oxo-1,2-dihydroquinolin-3-yl}-1,1-dioxido-4H-1,2,4-benzothiadiazin-7-yl)oxy]acetate). Yield: 38.4%. Reaction SMILES: [CH:1]1([CH2:4][NH:5][N:6]2[C:15]3[C:10](=[CH:11][CH:12]=[CH:13][CH:14]=3)[C:9]([OH:16])=[C:8]([C:17]3[NH:22][C:21]4[CH:23]=[CH:24][C:25]([OH:27])=[CH:26][C:20]=4[S:19](=[O:29])(=[O:28])[N:18]=3)[C:7]2=[O:30])[CH2:3][CH2:2]1.Br[CH2:32][C:33]([O:35][C:36]([CH3:39])([CH3:38])[CH3:37])=[O:34].C(=O)([O-])[O-].[K+].[K+].C(O)(=O)C>CN(C)C=O.[I-].C([N+](CCCC)(CCCC)CCCC)CCC.O>[CH:1]1([CH2:4][NH:5][N:6]2[C:15]3[C:10](=[CH:11][CH:12]=[CH:13][CH:14]=3)[C:9]([OH:16])=[C:8]([C:17]3[NH:22][C:21]4[CH:23]=[CH:24][C:25]([O:27][CH2:32][C:33]([O:35][C:36]([CH3:39])([CH3:38])[CH3:37])=[O:34])=[CH:26][C:20]=4[S:19](=[O:28])(=[O:29])[N:18]=3)[C:7]2=[O:30])[CH2:2][CH2:3]1 |f:2.3.4,7.8|. Procedure: The product of Example 320C (400 mg, 0.94 mmol) in N,N-dimethylformamide (10 mL) was reacted with tert-butyl bromoacetate (0.555 mL, 3.76 mmol), potassium carbonate (1.225 g, 3.76 mmol) and tetrabutylammonium iodide (catalytic) at 25° C. for overnight. The reaction mixture was diluted with water and adjusted to pH 7 with glacial acetic acid. The reaction was extracted with ethyl acetate and the organic layer was washed with aqueous sodium bicarbonate, water and brine, dried over anhydrous magnes... Reactants: BrC=1C=CC2=C(C(=C(S2)S(=O)(=O)NC2=CC(=CC=C2)C2=NN=NN2)C)C1 (5-bromo-3-methyl-N-[3-(1H-tetrazol-5-yl)phenyl]-1-benzothiophene-2-sulfonamide), [Li+].C[Si](C)(C)[N-][Si](C)(C)C (LiHMDS). Yields the product NC=1C=CC2=C(C(=C(S2)S(=O)(=O)NC2=CC(=CC=C2)C2=NN=NN2)C)C1 (5-Amino-3-methyl-N-[3-(1H-tetrazol-5-yl)phenyl]-1-benzothiophene-2-sulfonamide). The yield is 2.0%. As a reaction SMILES: Br[C:2]1[CH:3]=[CH:4][C:5]2[S:9][C:8]([S:10]([NH:13][C:14]3[CH:19]=[CH:18][CH:17]=[C:16]([C:20]4[NH:24][N:23]=[N:22][N:21]=4)[CH:15]=3)(=[O:12])=[O:11])=[C:7]([CH3:25])[C:6]=2[CH:26]=1.[Li+].C[Si]([N-:32][Si](C)(C)C)(C)C>>[NH2:32][C:2]1[CH:3]=[CH:4][C:5]2[S:9][C:8]([S:10]([NH:13][C:14]3[CH:19]=[CH:18][CH:17]=[C:16]([C:20]4[NH:24][N:23]=[N:22][N:21]=4)[CH:15]=3)(=[O:12])=[O:11])=[C:7]([CH3:25])[C:6]=2[CH:26]=1 |f:1.2|. Procedure details: The product was prepared from 5-bromo-3-methyl-N-[3-(1H-tetrazol-5-yl)phenyl]-1-benzothiophene-2-sulfonamide (Example 34) (45 mg, 0.1 mmol) and LiHMDS (1M in THF, 120 μL, 0.12 mmol) according to the General Procedure 4, described in Example 45, using a modified reaction time (130° C., 300 s, microwave reactor). The title compound was obtained in 2% yield (0.6 mg). MS (ESI+) calcd for C16H14N6O2S2 386.061965, found 386.061875. Reactants: CN(C(=O)C1=CC=C(OC2=CC(=CC3=C2C=C(O3)CC)C(=O)OCC)C=C1)C (ethyl 4-{4-[(dimethylamino)carbonyl]phenoxy}-2-ethyl-1-benzofuran-6-carboxylate), O[Li].O (LiOH.H2O), petroleum ether EtOAc. Run in CO (MeOH), O (water). Reaction conditions: time 4 hour. Product: CN(C(=O)C1=CC=C(OC2=CC(=CC3=C2C=C(O3)CC)C(=O)O)C=C1)C (4-{4-[(Dimethylamino)carbonyl]phenoxy}-2-ethyl-1-benzofuran-6-carboxylic acid). Yield: 99.0%. Reaction SMILES: [CH3:1][N:2]([CH3:28])[C:3]([C:5]1[CH:27]=[CH:26][C:8]([O:9][C:10]2[C:15]3[CH:16]=[C:17]([CH2:19][CH3:20])[O:18][C:14]=3[CH:13]=[C:12]([C:21]([O:23]CC)=[O:22])[CH:11]=2)=[CH:7][CH:6]=1)=[O:4].O[Li].O>CO.O>[CH3:28][N:2]([CH3:1])[C:3]([C:5]1[CH:27]=[CH:26][C:8]([O:9][C:10]2[C:15]3[CH:16]=[C:17]([CH2:19][CH3:20])[O:18][C:14]=3[CH:13]=[C:12]([C:21]([OH:23])=[O:22])[CH:11]=2)=[CH:7][CH:6]=1)=[O:4] |f:1.2|. Reported procedure: A suspension of ethyl 4-{4-[(dimethylamino)carbonyl]phenoxy}-2-ethyl-1-benzofuran-6-carboxylate (400 mg, 1.0 mmol) and LiOH.H2O (200 mg, 4.7 mmol) in MeOH (20 mL) and water (2 mL) was stirred for 4 hr at room temperature. TLC (petroleum ether/EtOAc 4:1) indicated the reaction was complete. The reaction mixture was concentrated to dryness and poured into water (30 mL). The aqueous layer was acidified to pH˜2 with conc. HCl and extracted with EtOAc (20 mL×3). The organic layer was washed with brin... Starting materials: CC(C)Cc1nc(C(F)(F)F)ccc1C=CC(=O)O, Cl, CS(=O)(=O)Nc1c(F)cc(CN)cc1C#N. Yields the product CC(C)Cc1nc(C(F)(F)F)ccc1C=CC(=O)NCc1cc(F)c(NS(C)(=O)=O)c(C#N)c1. Reaction SMILES: [CH2:18]([CH:19]([CH3:20])[CH3:21])[c:22]1[n:23][c:24]([C:33]([F:34])([F:35])[F:36])[cH:25][cH:26][c:27]1[CH:28]=[CH:29][C:30](=[O:31])[OH:32].[ClH:17].[NH2:1][CH2:2][c:3]1[cH:4][c:5]([F:16])[c:6]([NH:11][S:12](=[O:13])(=[O:14])[CH3:15])[c:7]([C:9]#[N:10])[cH:8]1>>[NH:1]([CH2:2][c:3]1[cH:4][c:5]([F:16])[c:6]([NH:11][S:12](=[O:13])(=[O:14])[CH3:15])[c:7]([C:9]#[N:10])[cH:8]1)[C:30]([CH:29]=[CH:28][c:27]1[c:22]([CH2:18][CH:19]([CH3:20])[CH3:21])[n:23][c:24]([C:33]([F:34])([F:35])[F:36])[cH:25][cH:26]1)=[O:31]. Starting materials: NCCSCc1ncccc1Br, O, CSc1ncc(Cc2cccnc2)c(=O)[nH]1. The product is O=c1[nH]c(NCCSCc2ncccc2Br)ncc1Cc1cccnc1. As a reaction SMILES: [Br:17][c:18]1[c:19]([CH2:24][S:25][CH2:26][CH2:27][NH2:28])[n:20][cH:21][cH:22][cH:23]1.[OH2:29].[n:1]1[cH:2][c:3]([CH2:7][c:8]2[c:9](=[O:16])[nH:10][c:11]([S:14][CH3:15])[n:12][cH:13]2)[cH:4][cH:5][cH:6]1>>[n:1]1[cH:2][c:3]([CH2:7][c:8]2[c:9](=[O:16])[nH:10][c:11]([NH:28][CH2:27][CH2:26][S:25][CH2:24][c:19]3[c:18]([Br:17])[cH:23][cH:22][cH:21][n:20]3)[n:12][cH:13]2)[cH:4][cH:5][cH:6]1. Starting materials: C(C)N(CCCS(=O)(=N)C1=CC=C(C=C1)[N+](=O)[O-])CC (S-(3-diethylaminopropyl)-S-(4-nitrophenyl)sulfoximine), [H-].[Na+] (sodium hydride), ICC (Iodoethane). Solvent: O (water), CN(C=O)C (dimethylformamide). Run at temperature 50 celsius, time 30 minute. The product is C(C)N=S(=O)(C1=CC=C(C=C1)[N+](=O)[O-])CCCN(CC)CC (N-Ethyl-S-(3-diethylaminopropyl)-S-(4-nitrophenyl)sulfoximine). RXN SMILES: [CH2:1]([N:3]([CH2:19][CH3:20])[CH2:4][CH2:5][CH2:6][S:7]([C:10]1[CH:15]=[CH:14][C:13]([N+:16]([O-:18])=[O:17])=[CH:12][CH:11]=1)(=[NH:9])=[O:8])[CH3:2].[H-].[Na+].I[CH2:24][CH3:25]>CN(C)C=O.O>[CH2:24]([N:9]=[S:7]([CH2:6][CH2:5][CH2:4][N:3]([CH2:1][CH3:2])[CH2:19][CH3:20])([C:10]1[CH:15]=[CH:14][C:13]([N+:16]([O-:18])=[O:17])=[CH:12][CH:11]=1)=[O:8])[CH3:25] |f:1.2|. Procedure details: A solution of S-(3-diethylaminopropyl)-S-(4-nitrophenyl)sulfoximine (10 mmol) in dimethylformamide is added to a stirred suspension of 60% sodium hydride-oil dispersion (10 mmol) at ambient temperature. After stirring for 30 min the mixture is warmed to 50° C. for 30 min and then cooled to ambient temperature. Iodoethane (10 mmol) is added dropwise to the reaction mixture and stirred at ambient temperature for 30 min and then warmed to 50° C. for 1 hr. The reaction mixture is diluted with water ... Reported procedure: The humidity-sensitive element in accordance with the present invention is produced in the following manner. First, fine powders of chromic oxide (Cr2O3), zinc oxide (Cr2O3), cupric oxide (CuO), lithium carbonate (Li2CO3) and vanadium oxide (V2O5) are used as starting materials. The starting materials were weighed so as to give Cr2O3, ZnO, CuO, Li2O, V2O5 mol ratios of 45%, 45%, 4%, 3% and 3%, respectively. The materials are then wet-mixed for 24 hours in a ball mill. After wet-mixing, the mixtu... The product is [O-2].[Zn+2] (zinc oxide), O([Li])[Li] (Li2O), [O-2].[V+5].[O-2].[O-2].[O-2].[O-2].[V+5] (vanadium oxide). Reaction SMILES: [O-2:1].[Zn+2:2].C(=O)([O-])[O-:4].[Li+:7].[Li+:8].[O-2].[V+5:10].[O-2].[O-2].[O-2].[O-2].[V+5]>>[O-2:4].[Zn+2:2].[O:1]([Li:8])[Li:7].[O-2:4].[V+5:10].[O-2:4].[O-2:4].[O-2:4].[O-2:4].[V+5:10] |f:0.1,2.3.4,5.6.7.8.9.10.11,12.13,15.16.17.18.19.20.21|. Reactants: [O-2].[Zn+2] (zinc oxide), [O-2].[V+5].[O-2].[O-2].[O-2].[O-2].[V+5] (vanadium oxide), cupric oxide, chromic oxide, C([O-])([O-])=O.[Li+].[Li+] (lithium carbonate).